This data is from the Open Reaction Database (ORD), a public repository of structured organic reaction records. The task is: describe an organic reaction: reactants, conditions, products, and yield The reactants are BrC=1C=C(C=CC1)C=1OC(=C(N1)COC1CC(CCC1)OCC1=C(C(=O)O)C(=CC=C1)C)C (2-{3-[2-(3-bromophenyl)-5-methyloxazol-4-ylmethoxy]cyclohexyloxymethyl}-6-methylbenzoic acid), CN(C=O)C (dimethylformamide). The reagents and catalysts are [C-]#N.[Zn+2].[C-]#N (zinc cyanide). Conditions: temperature 100 celsius, time 12 hour. The product is C(#N)C=1C=C(C=CC1)C=1OC(=C(N1)COC1CC(CCC1)OCC1=C(C(=O)O)C(=CC=C1)C)C (2-{3-[2-(3-Cyanophenyl)-5-methyloxazol-4-ylmethoxy]cyclohexyloxymethyl}-6-methylbenzoic acid). RXN SMILES: Br[C:2]1[CH:3]=[C:4]([C:8]2[O:9][C:10]([CH3:33])=[C:11]([CH2:13][O:14][CH:15]3[CH2:20][CH2:19][CH2:18][CH:17]([O:21][CH2:22][C:23]4[CH:31]=[CH:30][CH:29]=[C:28]([CH3:32])[C:24]=4[C:25]([OH:27])=[O:26])[CH2:16]3)[N:12]=2)[CH:5]=[CH:6][CH:7]=1.[CH3:34][N:35](C)C=O>[C-]#N.[Zn+2].[C-]#N>[C:34]([C:2]1[CH:3]=[C:4]([C:8]2[O:9][C:10]([CH3:33])=[C:11]([CH2:13][O:14][CH:15]3[CH2:20][CH2:19][CH2:18][CH:17]([O:21][CH2:22][C:23]4[CH:31]=[CH:30][CH:29]=[C:28]([CH3:32])[C:24]=4[C:25]([OH:27])=[O:26])[CH2:16]3)[N:12]=2)[CH:5]=[CH:6][CH:7]=1)#[N:35] |f:2.3.4|. Procedure: 13 mg of 2-{3-[2-(3-bromophenyl)-5-methyloxazol-4-ylmethoxy]cyclohexyloxymethyl}-6-methylbenzoic acid and 25 mg of zinc cyanide were dissolved in 5 ml of dimethylformamide. The reaction mixture was degassed and charged with argon, and 20 mg of tetrakistriphenylphosphinepalladium were added. The mixture was stirred at 100° C. for 12 hours. After cooling to room temperature, water was added to the reaction mixture, which was then extracted with ethyl acetate. The combined organic phases were dried... Yields the product [Li]N1C(CCCC1(C)C)(C)C (Lithium tetramethylpiperidide). The solvent is O1CCCC1 (tetrahydrofuran), O1CCCC1 (tetrahydrofuran), O1CCCC1 (tetrahydrofuran). Procedure details: Lithium tetramethylpiperidide was prepared by the treatment of 2,2,6,6-tetramethylpiperidine (1.0 g; 7.0 mmol) in tetrahydrofuran (17 mL) with n-BuLi (1.6 M in hexanes; 8.0 mmol) dropwise at −15° C. After 15 minutes at −15° C., a solution of N-(4-methoxy-2-methylbenzylidene)-cyclohexanamine (660 mg; 2.86 mmol) in tetrahydrofuran (3 mL) was added dropwise to give a purple solution. The reaction mixture was allowed to warm to 0° C. over a 20 minute period, then a solution of N-methyl-N-methoxycycl... Reactants: COC1=CC(=C(C=NC2CCCCC2)C=C1)C (N-(4-methoxy-2-methylbenzylidene)-cyclohexanamine), CN(C(=O)C1CC1)OC (N-methyl-N-methoxycyclopropanecarboxamide), [Cl-].[NH4+] (ammonium chloride), CC1(NC(CCC1)(C)C)C (2,2,6,6-tetramethylpiperidine), [Li]CCCC (n-BuLi). Conditions: temperature 0 celsius, time 15 minute. As a reaction SMILES: [CH3:1][C:2]1([CH3:10])[CH2:7][CH2:6][CH2:5][C:4]([CH3:9])([CH3:8])[NH:3]1.[Li:11]CCCC.COC1C=CC(C=NC2CCCCC2)=C(C)C=1.CN(OC)C(C1CC1)=O.[Cl-].[NH4+]>O1CCCC1>[Li:11][N:3]1[C:4]([CH3:9])([CH3:8])[CH2:5][CH2:6][CH2:7][C:2]1([CH3:10])[CH3:1] |f:4.5|. Reaction SMILES: Br[C:2]1[CH:15]=[C:14]2[C:5]([O:6][C:7]3[C:8]([F:24])=[CH:9][C:10]([O:22][CH3:23])=[CH:11][C:12]=3[C@@:13]32[CH2:20][CH2:19][O:18][C:17]([NH2:21])=[N:16]3)=[CH:4][CH:3]=1.[F:25][C:26]1[C:31](B(O)O)=[CH:30][CH:29]=[CH:28][N:27]=1.[F:35][C@@H:36]1[CH2:40]CN[CH2:37]1>>[F:24][C:8]1[C:7]2[O:6][C:5]3[C:14](=[CH:15][C:2]([C:31]4[C:26]([F:25])=[N:27][CH:28]=[CH:29][CH:30]=4)=[CH:3][CH:4]=3)[C@@:13]3([CH2:20][CH2:19][O:18][C:17]([NH2:21])=[N:16]3)[C:12]=2[CH:11]=[C:10]([O:22][CH2:23][C:36]([F:35])([CH3:40])[CH3:37])[CH:9]=1. Reported procedure: The title compound was synthesized by steps analogous to those described in method A6 above, but using intermediate 20B, 2-fluoropyridin-3-ylboronic acid and (R)-3-fluoropyrrolidine. MS m/z=467.0 [M+H]+. Calculated for C25H21F3N4O2: 466.16 The product is FC1=CC(=CC=2[C@]3(C4=CC(=CC=C4OC12)C=1C(=NC=CC1)F)N=C(OCC3)N)OCC(C)(C)F ((S)-4′-fluoro-2′-(2-fluoro-2-methylpropoxy)-7′-(2-fluoropyridin-3-yl)-5,6-dihydrospiro[[1,3]oxazine-4,9′-xanthen]-2-amine). Starting materials: BrC1=CC=C2OC=3C(=CC(=CC3[C@]3(C2=C1)N=C(OCC3)N)OC)F ((S)-7′-bromo-4′-fluoro-2′-methoxy-5,6-dihydrospiro[[1,3]oxazine-4,9′-xanthen]-2-amine), FC1=NC=CC=C1B(O)O (2-fluoropyridin-3-ylboronic acid), F[C@H]1CNCC1 ((R)-3-fluoropyrrolidine). Reactants: C1COCCN1, C1=CC(=NC(=C1Br)Cl)Cl. The reagents and catalysts are C(=O)([O-])[O-].[Cs+].[Cs+], CC(C)OC1=C(C(=CC=C1)OC(C)C)C2=CC=CC=C2P(C3CCCCC3)C4CCCCC4, C1=CC=C(C=C1)/C=C/C(=O)/C=C/C2=CC=CC=C2.C1=CC=C(C=C1)/C=C/C(=O)/C=C/C2=CC=CC=C2.C1=CC=C(C=C1)/C=C/C(=O)/C=C/C2=CC=CC=C2.[Pd].[Pd]. Solvent: CC(C)(C)O. Reaction conditions: temperature 25 celsius. Yields the product C1COCCN1C2=C(N=C(C=C2)Cl)Cl. The yield is 0.0%. Procedure details: 2011-05-18  r1 was checked by NMR and LC/MS:  Vial a:  3-bromo-2,6-dichloropyridine (0.023 g, .1 mmol), morpholine (9.15 µl, 0.11 mmol), Pd2dba3 (1.831 mg, 2.00 µmol),4-(2,6-dichloropyridin-3-yl)morpholine (0.00 µg) were mixed in tBuOH (0.241 ml) in microwave vial. The vial was flushed with N2 and sealed and the mix was strd at rt.  Vial b: As above, but in PhCF3.  1100:start  2011-05-19  0800: LC/MS: around 50% r1 in both vials.  vial a: new peak at 1.53 min (20%), at 2.90 min (17%) and some sm... Starting materials: NOCc1ccccc1, ClCCl, CCC(CCCCc1ccccc1)(CC(=O)O)S(=O)(=O)c1ccc(OC)cc1, CN1CCOCC1, Cl, On1nnc2ccccc21. The product is CCC(CCCCc1ccccc1)(CC(=O)NOCc1ccccc1)S(=O)(=O)c1ccc(OC)cc1. Reaction SMILES: [CH2:30]([c:31]1[cH:32][cH:33][cH:34][cH:35][cH:36]1)[O:37][NH2:38].[CH2:56]([Cl:57])[Cl:58].[CH3:1][O:2][c:3]1[cH:4][cH:5][c:6]([S:9](=[O:10])(=[O:11])[C:12]([CH2:13][C:14](=[O:15])[OH:16])([CH2:17][CH2:18][CH2:19][CH2:20][c:21]2[cH:22][cH:23][cH:24][cH:25][cH:26]2)[CH2:27][CH3:28])[cH:7][cH:8]1.[CH3:49][N:50]1[CH2:51][CH2:52][O:53][CH2:54][CH2:55]1.[ClH:29].[OH:39][n:40]1[c:41]2[c:42]([cH:43][cH:44][cH:45][cH:46]2)[n:47][n:48]1>>[CH3:1][O:2][c:3]1[cH:4][cH:5][c:6]([S:9](=[O:10])(=[O:11])[C:12]([CH2:13][C:14](=[O:15])[NH:38][O:37][CH2:30][c:31]2[cH:32][cH:33][cH:34][cH:35][cH:36]2)([CH2:17][CH2:18][CH2:19][CH2:20][c:21]2[cH:22][cH:23][cH:24][cH:25][cH:26]2)[CH2:27][CH3:28])[cH:7][cH:8]1. Starting materials: C, COc1c(F)c(F)c([N+](=O)[O-])c2c(=O)c(C(=O)O)cn(C3CC3)c12, [H][H], [Pd]. Yields the product COc1c(F)c(F)c(N)c2c(=O)c(C(=O)O)cn(C3CC3)c12. As a reaction SMILES: [C:27].[CH:1]1([n:4]2[cH:5][c:6]([C:22](=[O:23])[OH:24])[c:7](=[O:21])[c:8]3[c:9]([N+:18]([O-:19])=[O:20])[c:10]([F:17])[c:11]([F:16])[c:12]([O:14][CH3:15])[c:13]23)[CH2:2][CH2:3]1.[H:25][H:26].[Pd:28]>>[CH:1]1([n:4]2[cH:5][c:6]([C:22](=[O:23])[OH:24])[c:7](=[O:21])[c:8]3[c:9]([NH2:18])[c:10]([F:17])[c:11]([F:16])[c:12]([O:14][CH3:15])[c:13]23)[CH2:2][CH2:3]1. The reactants are ClC1=C(C(=NC2=C(C=CN=C12)C1=C(C=C(C=C1C)C)C)C)CCCl (4-chloro-3-(2-chloroethyl)-8-mesityl-2-methyl[1,5]naphthyridine). Run in NC(CC)CC (3-aminopentane). Conditions: time 8 hour. Product: C(C)C(CC)N1CCC=2C(=NC=3C(=CC=NC3C21)C2=C(C=C(C=C2C)C)C)C (1-(1-Ethylpropyl)-6-mesityl-4-methyl-2,3-dihydro-1H-pyrrolo[3,2-c][1,5]naphthyridine). The yield is 63.7%. Reaction SMILES: Cl[C:2]1[C:11]2[C:6](=[C:7]([C:12]3[C:17]([CH3:18])=[CH:16][C:15]([CH3:19])=[CH:14][C:13]=3[CH3:20])[CH:8]=[CH:9][N:10]=2)[N:5]=[C:4]([CH3:21])[C:3]=1[CH2:22][CH2:23]Cl>NC(CC)CC>[CH2:7]([CH:6]([N:5]1[C:2]2[C:11]3[N:10]=[CH:9][CH:8]=[C:7]([C:12]4[C:17]([CH3:18])=[CH:16][C:15]([CH3:19])=[CH:14][C:13]=4[CH3:20])[C:6]=3[N:5]=[C:4]([CH3:21])[C:3]=2[CH2:22][CH2:23]1)[CH2:11][CH3:2])[CH3:8]. Procedure details: A solution of 4-chloro-3-(2-chloroethyl)-8-mesityl-2-methyl[1,5]naphthyridine (150 mg, 0.42 mmol) in 3-aminopentane (7.5 mL) was stirred at 200° C. for four hours in a sealed tube. After overnight, the residue was purified by silica gel column chromatography (30-50% ethyl acetate/hexane), to give the title compound (50 mg) as white crystals. As a reaction SMILES: [CH3:1][C:2]12[CH2:3][CH2:4][CH2:5][c:6]3[cH:7][c:8]([NH:15][c:16]4[n:17][cH:18][c:19]([C:22](=[O:23])[O:24][CH2:25][CH3:26])[cH:20][n:21]4)[cH:9][c:10]([c:14]31)[CH2:11][CH2:12][CH2:13]2.[CH3:30][CH2:31][OH:32].[ClH:29].[Na+:28].[OH-:27]>>[CH3:1][C:2]12[CH2:3][CH2:4][CH2:5][c:6]3[cH:7][c:8]([NH:15][c:16]4[n:17][cH:18][c:19]([C:22](=[O:23])[OH:24])[cH:20][n:21]4)[cH:9][c:10]([c:14]31)[CH2:11][CH2:12][CH2:13]2. Reactants: CCOC(=O)c1cnc(Nc2cc3c4c(c2)CCCC4(C)CCC3)nc1, CCO, Cl, [Na+], [OH-]. Product: CC12CCCc3cc(Nc4ncc(C(=O)O)cn4)cc(c31)CCC2. Reactants: C1CCOC1, ClCCl, CN, O, O=S(=O)(Cl)c1ccccc1. As a reaction SMILES: [CH2:13]1[O:14][CH2:15][CH2:16][CH2:17]1.[CH2:19]([Cl:20])[Cl:21].[CH3:1][NH2:2].[OH2:18].[c:3]1([S:9](=[O:10])(=[O:11])[Cl:12])[cH:4][cH:5][cH:6][cH:7][cH:8]1>>[CH3:1][NH:2][S:9]([c:3]1[cH:4][cH:5][cH:6][cH:7][cH:8]1)(=[O:10])=[O:11]. Product: CNS(=O)(=O)c1ccccc1. The reactants are C(C)OC(=O)C12CCC(CC1)(CC2)NCC(=O)N2[C@@H](C[C@@H](C2)F)C(=O)N ((2S,4S)-1-[2-[(4-Ethoxycarbonylbicyclo[2.2.2]oct-1-yl)amino]acetyl]-4-fluoropyrrolidine-2-carboxamide), O.C1(=CC=CC=C1)S(=O)(=O)O (benzenesulfonic acid monohydrate). Run in ClCCl (dichloromethane), ClCCl.CO (dichloromethane methanol). Conditions: time 3 hour. Product: C1(=CC=CC=C1)S(=O)(=O)O.C(C)OC(=O)C12CCC(CC1)(CC2)NCC(=O)N2[C@@H](C[C@@H](C2)F)C(=O)N ((2S,4S)-1-[2-[(4-ethoxycarbonylbicyclo[2.2.2]oct-1-yl)amino]acetyl]-4-fluoropyrrolidine-2-carboxamide benzenesulfonate). Isolated yield 80.5%. RXN SMILES: [CH2:1]([O:3][C:4]([C:6]12[CH2:13][CH2:12][C:9]([NH:14][CH2:15][C:16]([N:18]3[CH2:22][C@@H:21]([F:23])[CH2:20][C@H:19]3[C:24]([NH2:26])=[O:25])=[O:17])([CH2:10][CH2:11]1)[CH2:8][CH2:7]2)=[O:5])[CH3:2].O.[C:28]1([S:34]([OH:37])(=[O:36])=[O:35])[CH:33]=[CH:32][CH:31]=[CH:30][CH:29]=1>ClCCl.ClCCl.CO>[C:28]1([S:34]([OH:37])(=[O:36])=[O:35])[CH:33]=[CH:32][CH:31]=[CH:30][CH:29]=1.[CH2:1]([O:3][C:4]([C:6]12[CH2:13][CH2:12][C:9]([NH:14][CH2:15][C:16]([N:18]3[CH2:22][C@@H:21]([F:23])[CH2:20][C@H:19]3[C:24]([NH2:26])=[O:25])=[O:17])([CH2:10][CH2:11]1)[CH2:8][CH2:7]2)=[O:5])[CH3:2] |f:1.2,4.5,6.7|. Procedure details: (2S,4S)-1-[2-[(4-Ethoxycarbonylbicyclo[2.2.2]oct-1-yl)amino]acetyl]-4-fluoropyrrolidine-2-carboxamide (1.00 g) was dissolved in dichloromethane (10 mL), and a suspension of benzenesulfonic acid monohydrate (500 mg) in dichloromethane-methanol (5:1, 6 mL) was added thereto, followed by stirring at room temperature for 3 hours. The precipitate were collected by filtration, washed with dichloromethane (5 mL) and then dried, thereby obtaining a colorless solid of (2S,4S)-1-[2-[(4-ethoxycarbonylbicyc...